From a dataset of the Open Reaction Database (ORD), a public repository of structured organic reaction records. describe an organic reaction: reactants, conditions, products, and yield The reactants are Cc1ccc(NC(=O)c2ccc(CNN3CCN(C)CC3)cc2)cc1Nc1nccc(-c2cccnc2)n1, CS(=O)(=O)O, CCO. Product: Cc1ccc(NC(=O)c2ccc(CNN3CCN(C)CC3)cc2)cc1Nc1nccc(-c2cccnc2)n1, CS(=O)(=O)O. Reaction SMILES: [CH3:1][N:2]1[CH2:3][CH2:4][N:5]([NH:8][CH2:9][c:10]2[cH:11][cH:12][c:13]([C:14](=[O:15])[NH:16][c:17]3[cH:18][c:19]([NH:24][c:25]4[n:26][cH:27][cH:28][c:29](-[c:31]5[cH:32][n:33][cH:34][cH:35][cH:36]5)[n:30]4)[c:20]([CH3:23])[cH:21][cH:22]3)[cH:37][cH:38]2)[CH2:6][CH2:7]1.[CH3:39][S:40]([OH:41])(=[O:42])=[O:43].[CH3:44][CH2:45][OH:46]>>[CH3:1][N:2]1[CH2:3][CH2:4][N:5]([NH:8][CH2:9][c:10]2[cH:11][cH:12][c:13]([C:14](=[O:15])[NH:16][c:17]3[cH:18][c:19]([NH:24][c:25]4[n:26][cH:27][cH:28][c:29](-[c:31]5[cH:32][n:33][cH:34][cH:35][cH:36]5)[n:30]4)[c:20]([CH3:23])[cH:21][cH:22]3)[cH:37][cH:38]2)[CH2:6][CH2:7]1.[CH3:39][S:40](=[O:41])(=[O:42])[OH:43]. Starting materials: [OH-].[K+] (potassium hydroxide), NC1=C(C=CC=C1[N+](=O)[O-])O (2-amino-3-nitro-phenol), IC (iodomethane). Run in CN(C)C=O (DMF). Reaction conditions: time 8 hour. Yields the product COC1=C(C(=CC=C1)[N+](=O)[O-])N (2-methoxy-6-nitro-phenylamine). RXN SMILES: [OH-].[K+].[NH2:3][C:4]1[C:9]([N+:10]([O-:12])=[O:11])=[CH:8][CH:7]=[CH:6][C:5]=1[OH:13].I[CH3:15]>CN(C=O)C>[CH3:15][O:13][C:5]1[CH:6]=[CH:7][CH:8]=[C:9]([N+:10]([O-:12])=[O:11])[C:4]=1[NH2:3] |f:0.1|. Procedure: 85% potassium hydroxide solution (11.7 g, 0.179 mol) is added to a solution of 25 g (0.162 mol) 2-amino-3-nitro-phenol in 200 mL DMF. Then 11.1 mL (0.178 mol) iodomethane are added dropwise and the mixture is stirred overnight at ambient temperature. The reaction mixture is poured onto ice and stirred for one hour. The precipitated product is filtered off, washed with water and dried. Yield: 60.0%. RXN SMILES: [OH:1][C:2]1[CH:30]=[CH:29][C:5]2[C:6](=[O:28])/[C:7](=[CH:9]/[C:10]3[C:18]4[C:13](=[CH:14][CH:15]=[C:16]([O:19][CH2:20][CH2:21][N:22]5[CH2:27][CH2:26][O:25][CH2:24][CH2:23]5)[CH:17]=4)[NH:12][CH:11]=3)/[O:8][C:4]=2[C:3]=1[CH2:31][N:32]1[CH2:37][CH2:36][N:35](C(OC(C)(C)C)=O)[CH2:34][CH2:33]1.[ClH:45]>C(Cl)Cl.O1CCOCC1>[ClH:45].[ClH:45].[ClH:45].[OH:1][C:2]1[CH:30]=[CH:29][C:5]2[C:6](=[O:28])/[C:7](=[CH:9]/[C:10]3[C:18]4[C:13](=[CH:14][CH:15]=[C:16]([O:19][CH2:20][CH2:21][N:22]5[CH2:23][CH2:24][O:25][CH2:26][CH2:27]5)[CH:17]=4)[NH:12][CH:11]=3)/[O:8][C:4]=2[C:3]=1[CH2:31][N:32]1[CH2:33][CH2:34][NH:35][CH2:36][CH2:37]1 |f:4.5.6.7|. Yields the product Cl.Cl.Cl.OC1=C(C2=C(C(/C(/O2)=C/C2=CNC3=CC=C(C=C23)OCCN2CCOCC2)=O)C=C1)CN1CCNCC1 ((Z)-6-hydroxy-2-{[5-(2-morpholinoethoxy)-1H-indol-3-yl]methylene}-7-(piperazin-1-ylmethyl)benzofuran-3(2H)-one trihydrochloride). Conditions: time 1 hour. Procedure details: A solution of tert-butyl (Z)-4-[(6-hydroxy-2-{[5-(2-morpholinoethoxy)-1H-indol-3-yl]methylene}-3-oxo-2,3-dihydrobenzofuran-7-yl)methyl]piperazine-1-carboxylate (0.076 g, 0.013 mmol) in methylene chloride (2.0 mL) was added with a 4 M solution of hydrogen chloride in 1,4-dioxane (2.0 mL), and then the mixture was stirred at room temperature for 1 hour. The mixture was azeotroped twice with toluene under reduced pressure, and then the residual solid was suspended in methylene chloride and thereby ... Reactants: OC1=C(C2=C(C(/C(/O2)=C/C2=CNC3=CC=C(C=C23)OCCN2CCOCC2)=O)C=C1)CN1CCN(CC1)C(=O)OC(C)(C)C (tert-butyl (Z)-4-[(6-hydroxy-2-{[5-(2-morpholinoethoxy)-1H-indol-3-yl]methylene}-3-oxo-2,3-dihydrobenzofuran-7-yl)methyl]piperazine-1-carboxylate), solution, Cl (hydrogen chloride). Solvent: C(Cl)Cl (methylene chloride), O1CCOCC1 (1,4-dioxane). The reactants are CC(C)(C)OC(=O)CN, ClCCl, COC(=O)C1=C(C)NC(c2ccccc2)=C(C(=O)[O-])C1c1cccc([N+](=O)[O-])c1, CN(C)c1ccccn1, C(=NC1CCCCC1)=NC1CCCCC1. Product: COC(=O)C1=C(C)NC(c2ccccc2)=C(C(=O)NCC(=O)OC(C)(C)C)C1c1cccc([N+](=O)[O-])c1. Reaction SMILES: [C:54]([CH3:55])([CH3:56])([CH3:57])[O:58][C:59]([CH2:60][NH2:61])=[O:62].[CH2:63]([Cl:64])[Cl:65].[CH3:1][O:2][C:3](=[O:4])[C:5]1=[C:10]([CH3:11])[NH:9][C:8]([c:12]2[cH:13][cH:14][cH:15][cH:16][cH:17]2)=[C:7]([C:18](=[O:19])[O-:20])[CH:6]1[c:21]1[cH:22][c:23]([N+:27](=[O:28])[O-:29])[cH:24][cH:25][cH:26]1.[CH3:45][N:46]([c:47]1[cH:48][cH:49][cH:50][cH:51][n:52]1)[CH3:53].[CH:30]1([N:31]=[C:32]=[N:33][CH:34]2[CH2:35][CH2:36][CH2:37][CH2:38][CH2:39]2)[CH2:40][CH2:41][CH2:42][CH2:43][CH2:44]1>>[CH3:1][O:2][C:3](=[O:4])[C:5]1=[C:10]([CH3:11])[NH:9][C:8]([c:12]2[cH:13][cH:14][cH:15][cH:16][cH:17]2)=[C:7]([C:18](=[O:19])[NH:61][CH2:60][C:59]([O:58][C:54]([CH3:55])([CH3:56])[CH3:57])=[O:62])[CH:6]1[c:21]1[cH:22][c:23]([N+:27](=[O:28])[O-:29])[cH:24][cH:25][cH:26]1. As a reaction SMILES: [CH3:1][O:2][C:3]([CH2:4][CH2:5][CH2:6][CH2:7][CH2:8][NH:9][C:10]([CH:11]=[C:12]1[c:13]2[cH:14][cH:15][cH:16][cH:17][c:18]2[O:19][c:20]2[cH:21][cH:22][cH:23][cH:24][c:25]21)=[O:26])=[O:27].[CH3:28][OH:29].[ClH:32].[Li+:31].[OH-:30].[OH2:33]>>[O:2]=[C:3]([CH2:4][CH2:5][CH2:6][CH2:7][CH2:8][NH:9][C:10]([CH:11]=[C:12]1[c:13]2[cH:14][cH:15][cH:16][cH:17][c:18]2[O:19][c:20]2[cH:21][cH:22][cH:23][cH:24][c:25]21)=[O:26])[OH:27]. The product is O=C(O)CCCCCNC(=O)C=C1c2ccccc2Oc2ccccc21. The reactants are COC(=O)CCCCCNC(=O)C=C1c2ccccc2Oc2ccccc21, CO, Cl, [Li+], [OH-], O. Starting materials: C(C)(=O)Cl (acetyl chloride), NC1(C(N(C2=CC=C(C=C12)Cl)S(=O)(=O)C1=C(C=C(C=C1)[N+](=O)[O-])OC)=O)C1=C(C=CC=C1)Cl (3-Amino-5-chloro-3-(2-chlorophenyl)-1,3-dihydro-1-(2-methoxy-4-nitrobenzenesulfonyl)indol-2-one), O (water). Run in N1=CC=CC=C1 (pyridine). Conditions: time 3 hour. Yields the product C(C)(=O)NC1(C(N(C2=CC=C(C=C12)Cl)S(=O)(=O)C1=C(C=C(C=C1)[N+](=O)[O-])OC)=O)C1=C(C=CC=C1)Cl (3-Acetamido-5-chloro-3-(2-chlorophenyl)-1,3-dihydro-1-(2-methoxy-4-nitrobenzenesulfonyl)indol-2-one). As a reaction SMILES: [NH2:1][C:2]1([C:27]2[CH:32]=[CH:31][CH:30]=[CH:29][C:28]=2[Cl:33])[C:10]2[C:5](=[CH:6][CH:7]=[C:8]([Cl:11])[CH:9]=2)[N:4]([S:12]([C:15]2[CH:20]=[CH:19][C:18]([N+:21]([O-:23])=[O:22])=[CH:17][C:16]=2[O:24][CH3:25])(=[O:14])=[O:13])[C:3]1=[O:26].[C:34](Cl)(=[O:36])[CH3:35].O>N1C=CC=CC=1>[C:34]([NH:1][C:2]1([C:27]2[CH:32]=[CH:31][CH:30]=[CH:29][C:28]=2[Cl:33])[C:10]2[C:5](=[CH:6][CH:7]=[C:8]([Cl:11])[CH:9]=2)[N:4]([S:12]([C:15]2[CH:20]=[CH:19][C:18]([N+:21]([O-:23])=[O:22])=[CH:17][C:16]=2[O:24][CH3:25])(=[O:13])=[O:14])[C:3]1=[O:26])(=[O:36])[CH3:35]. Reported procedure: A solution of 2.8 g of the compound obtained in EXAMPLE 16 in 10 ml of pyridine is cooled in an ice bath and 0.51 ml of acetyl chloride is added. The reaction medium is stirred for 3 hours at RT and poured into water. It is extracted with AcOEt, washed with water and with a 5% solution of potassium hydrogensulfate, dried over sodium sulfate and evaporated under vacuum. The residue is taken up with DCM and the precipitate formed is filtered off to give 2.8 g of the expected product, a sample of w... Reactants: Cl (HCl), O1C(=CC=C1)S(=O)[O-].[Li+] (lithium 2-furansulfinate), ClCl (chlorine). Solvent: O (water). Run at time 30 minute. Yields the product O1C(=CC=C1)S(=O)(=O)Cl (2-furansulfonyl chloride). RXN SMILES: [ClH:1].[O:2]1[CH:6]=[CH:5][CH:4]=[C:3]1[S:7]([O-:9])=[O:8].[Li+].ClCl>O>[O:2]1[CH:6]=[CH:5][CH:4]=[C:3]1[S:7]([Cl:1])(=[O:9])=[O:8] |f:1.2|. Procedure details: Ninety ml of water, 410 ml of conc. HCl, and 68.0 g of lithium 2-furansulfinate were stirred and cooled to 10°-15°. Liquid chlorine (12.3 ml, 39.4 g) was added dropwise over a 30-minute period. The mixture was stirred an additional 30 minutes at 5°, poured onto ice and extracted with methylene chloride. Evaporation of the methylene chloride yielded 44 g of 2-furansulfonyl chloride, b.p. 95° at 7 mm Hg; IR (neat) 3400 (m), 3120, 1800, 1550 (m), 1450 (S), 1380 (VS), 1210, 1160, 1120 (VS), 1035 (m)...